From a dataset of the Open Reaction Database (ORD), a public repository of structured organic reaction records. describe an organic reaction: reactants, conditions, products, and yield Isolated yield 12.0%. Reactants: BrC=1C=C(C=CC1)C1=NC2=C(NC(C1)=O)C=C(C=C2)C(F)(F)F (4-(3-bromo-phenyl)-8-trifluoromethyl-1,3-dihydro-benzo[b][1,4]diazepin-2-one), C(C)(C)(C)NS(=O)(=O)C=1C=C(C=CC1)B(O)O (3-tert-butylsulfamoyl-benzeneboronic acid). Product: C(C)(C)(C)NS(=O)(=O)C=1C=C(C=CC1)C1=CC(=CC=C1)C=1CC(NC2=C(N1)C=CC(=C2)C(F)(F)F)=O (3′-(4-Oxo-7-trifluoromethyl-4,5-dihydro-3H-benzo[b][1,4]diazepin-2-yl)-biphenyl-3-sulfonic acid tert-butylamide), solid. Reaction SMILES: Br[C:2]1[CH:3]=[C:4]([C:8]2[CH2:14][C:13](=[O:15])[NH:12][C:11]3[CH:16]=[C:17]([C:20]([F:23])([F:22])[F:21])[CH:18]=[CH:19][C:10]=3[N:9]=2)[CH:5]=[CH:6][CH:7]=1.[C:24]([NH:28][S:29]([C:32]1[CH:33]=[C:34](B(O)O)[CH:35]=[CH:36][CH:37]=1)(=[O:31])=[O:30])([CH3:27])([CH3:26])[CH3:25]>>[C:24]([NH:28][S:29]([C:32]1[CH:37]=[C:36]([C:2]2[CH:7]=[CH:6][CH:5]=[C:4]([C:8]3[CH2:14][C:13](=[O:15])[NH:12][C:11]4[CH:16]=[C:17]([C:20]([F:22])([F:21])[F:23])[CH:18]=[CH:19][C:10]=4[N:9]=3)[CH:3]=2)[CH:35]=[CH:34][CH:33]=1)(=[O:31])=[O:30])([CH3:27])([CH3:25])[CH3:26]. Procedure: The title compound was prepared from 4-(3-bromo-phenyl)-8-trifluoromethyl-1,3-dihydro-benzo[b][1,4]diazepin-2-one (Example B.2) (200 mg, 0.50 mmol) and commercially available 3-tert-butylsulfamoyl-benzeneboronic acid [CAS-no. 221290-14-8] (161 mg, 0.60 mmol) according to the general procedure II. Obtained as an off-white solid (31 mg, 12%). MS (ISP) 515.9 [(M+H)+]; mp 179-181° C.